From a dataset of the Open Reaction Database (ORD), a public repository of structured organic reaction records. describe an organic reaction: reactants, conditions, products, and yield Starting materials: Cc1cc([N+](=O)[O-])c(Br)c[n+]1[O-], ClCCl, O=P(Cl)(Cl)Cl. Yields the product Cc1cc(Cl)c(Br)c[n+]1[O-]. Reaction SMILES: [Br:1][c:2]1[c:3]([N+:10]([O-:11])=[O:12])[cH:4][c:5]([CH3:9])[n+:6]([O-:8])[cH:7]1.[Cl:18][CH2:19][Cl:20].[P:13]([Cl:14])([Cl:15])([Cl:16])=[O:17]>>[Br:1][c:2]1[c:3]([Cl:15])[cH:4][c:5]([CH3:9])[n+:6]([O-:8])[cH:7]1. Yields the product FC1=CC=C(OCCCN2CCC(CC2)N2C=NC3=C2C=CC=C3)C=C1 (1-{1-[3-(4-Fluorophenoxy)-propyl]-piperidin-4-yl}-1H-benzimidazole). As a reaction SMILES: [NH:1]1[CH2:6][CH2:5][CH:4]([N:7]2[C:11]3[CH:12]=[CH:13][CH:14]=[CH:15][C:10]=3[N:9]=[CH:8]2)[CH2:3][CH2:2]1.Cl[CH2:17][CH2:18][CH2:19][O:20][C:21]1[CH:26]=[CH:25][C:24]([F:27])=[CH:23][CH:22]=1.C([O-])([O-])=O.[K+].[K+].O>CN(C=O)C>[F:27][C:24]1[CH:25]=[CH:26][C:21]([O:20][CH2:19][CH2:18][CH2:17][N:1]2[CH2:2][CH2:3][CH:4]([N:7]3[C:11]4[CH:12]=[CH:13][CH:14]=[CH:15][C:10]=4[N:9]=[CH:8]3)[CH2:5][CH2:6]2)=[CH:22][CH:23]=1 |f:2.3.4|. The reactants are O (Water), N1CCC(CC1)N1C=NC2=C1C=CC=C2 (1-piperidin-4-yl-1H-benzimidazole), ClCCCOC1=CC=C(C=C1)F (1-(3-chloropropoxy)-4-fluorobenzene), C(=O)([O-])[O-].[K+].[K+] (K2CO3). Run at temperature 90 celsius. Yield: 66.6%. Solvent: CN(C)C=O (DMF). Reported procedure: To a stirred solution of 1-piperidin-4-yl-1H-benzimidazole (4.02 g) and 1-(3-chloropropoxy)-4-fluorobenzene (4.16 g) in DMF (50 ml) was added K2CO3 (4.1 g) and KI (0.2 g). The mixture was heated at 90° C. for 2 h, and then allowed to cool to rt. Water (100 ml) was added and the mixture extracted with ethyl acetate (2×80 ml), and the organic layer separated and washed with water. This was further dried and concentrated in vacuo. The free base converted to the hydrochloride salt by action of HCl i...